This data is from the Open Reaction Database (ORD), a public repository of structured organic reaction records. The task is: describe an organic reaction: reactants, conditions, products, and yield The reactants are [N+](=O)([O-])C1=CN=C(S1)N=O (5-nitro-2-nitroso-thiazole), CC(CC1=CC=C(N)C=C1)CC ((+)-4-(2-methylbutyl)aniline). Run in C(C)(=O)O (acetic acid). The product is CC(CC1=CC=C(C=C1)N=NC=1SC(=CN1)[N+](=O)[O-])CC ((+)-2-[4-(2-methylbutyl)phenylazo]-5-nitrothiazole). Reaction SMILES: [N+:1]([C:4]1[S:8][C:7]([N:9]=O)=[N:6][CH:5]=1)([O-:3])=[O:2].[CH3:11][CH:12]([CH2:21][CH3:22])[CH2:13][C:14]1[CH:20]=[CH:19][C:17]([NH2:18])=[CH:16][CH:15]=1>C(O)(=O)C>[CH3:11][CH:12]([CH2:21][CH3:22])[CH2:13][C:14]1[CH:15]=[CH:16][C:17]([N:18]=[N:9][C:7]2[S:8][C:4]([N+:1]([O-:3])=[O:2])=[CH:5][N:6]=2)=[CH:19][CH:20]=1. Procedure details: One equivalent of 5-nitro-2-nitroso-thiazole was dissolved in a minimum quantity of glacial acetic acid and one equivalent of (+)-4-(2-methylbutyl)aniline (ex. 4) was added. The solution was allowed to react overnight and the resultant coupled helichromic dye was recovered by precipitation with water. Chromatography on alumina afforded the pure dye compound. The reactants are C[C@]12[C@@H](CC(CC1)C2)CC#N ((1S,2S)-1-methyl-2-cyanomethylnorbornane), ice water, Cl (hydrochloric acid), CCOCC (ether). The solvent is solution, [H-].C(C(C)C)[Al+]CC(C)C (diisobutylaluminum hydride), CCCCCC (hexane). Run at time 1 hour. Product: C[C@]12[C@@H](CC(CC1)C2)CC=O ((1S,2S)-1-methylnorbornane-2-acetaldehyde). The yield is 96.0%. Reaction SMILES: [CH3:1][C@@:2]12[CH2:8][CH:5]([CH2:6][CH2:7]1)[CH2:4][C@H:3]2[CH2:9][C:10]#N.Cl.CC[O:15]CC>[H-].C([Al+]CC(C)C)C(C)C.CCCCCC>[CH3:1][C@@:2]12[CH2:8][CH:5]([CH2:6][CH2:7]1)[CH2:4][C@H:3]2[CH2:9][CH:10]=[O:15] |f:3.4|. Procedure: 19.5 g (0.13M) of the nitrile (XI) obtained in 1-9) above was dissolved in 200 ml of absolute ether under a nitrogen gas stream and 160 ml of a 1M solution of diisobutylaluminum hydride in hexane was added dropwise thereto at room temperature. Then the resulting mixture was stirred for one hour, poured into ice/water and acidified with 1N hydrochloric acid. The organic phase was collected and dried over anhydrous magnesium sulfate. After evaporation of the solvent, the residue was distilled unde... The reactants are C1COCCO1, CN1C(=O)NCC1C(=O)OC(C)(C)C, CN(C)C1CCCCC1N, [Cu]I, Fc1ncccc1I, [K+], [K+], [K+], O=P([O-])([O-])[O-]. Yields the product CN1C(=O)N(c2cccnc2F)CC1C(=O)OC(C)(C)C. Reaction SMILES: [CH2:41]1[O:42][CH2:43][CH2:44][O:45][CH2:46]1.[CH3:1][N:2]1[C:3](=[O:14])[NH:4][CH2:5][CH:6]1[C:7](=[O:8])[O:9][C:10]([CH3:11])([CH3:12])[CH3:13].[CH3:23][N:24]([CH3:25])[CH:26]1[CH2:27][CH2:28][CH2:29][CH2:30][CH:31]1[NH2:32].[Cu:47][I:48].[F:15][c:16]1[n:17][cH:18][cH:19][cH:20][c:21]1[I:22].[K+:38].[K+:39].[K+:40].[P:33]([O-:34])([O-:35])([O-:36])=[O:37]>>[CH3:1][N:2]1[C:3](=[O:14])[N:4]([c:21]2[c:16]([F:15])[n:17][cH:18][cH:19][cH:20]2)[CH2:5][CH:6]1[C:7](=[O:8])[O:9][C:10]([CH3:11])([CH3:12])[CH3:13].